Task: describe an organic reaction: reactants, conditions, products, and yield. Dataset: the Open Reaction Database (ORD), a public repository of structured organic reaction records Starting materials: CCOC(=O)CC(C)=O, CC(=O)O, COc1cc(C=O)cc(OC)c1O, C1CCNCC1, c1ccccc1. The product is CCOC(=O)C(=Cc1cc(OC)c(O)c(OC)c1)C(C)=O. As a reaction SMILES: [C:14]([CH2:15][C:16](=[O:17])[CH3:18])(=[O:19])[O:20][CH2:21][CH3:22].[C:23]([OH:24])(=[O:25])[CH3:26].[CH3:1][O:2][c:3]1[cH:4][c:5]([CH:6]=[O:7])[cH:8][c:9]([O:12][CH3:13])[c:10]1[OH:11].[NH:27]1[CH2:28][CH2:29][CH2:30][CH2:31][CH2:32]1.[cH:33]1[cH:34][cH:35][cH:36][cH:37][cH:38]1>>[CH3:1][O:2][c:3]1[cH:4][c:5]([CH:6]=[C:15]([C:14](=[O:19])[O:20][CH2:21][CH3:22])[C:16](=[O:17])[CH3:18])[cH:8][c:9]([O:12][CH3:13])[c:10]1[OH:11]. The reactants are C(CCC)NS(=O)(=O)C=1C=C(C=CC1Cl)C(CCl)=O (3'-n-butylsulfamoyl-2,4'-dichloroacetophenone), C(C)NC(=S)NCC (1,3-diethylthiourea). The solvent is C(C)(C)OC(C)C (diisopropyl ether). Product: Cl.C(C)N1C(SCC1(O)C1=CC(=C(C=C1)Cl)S(NCCCC)(=O)=O)=NCC (3-Ethyl-2-ethylimino-4-(3-n-butylsulfamoyl-4-chlorophenyl)-1,3-thiazolidine-4-ol-hydrochloride). Reaction SMILES: [CH2:1]([NH:5][S:6]([C:9]1[CH:10]=[C:11]([C:16](=[O:19])[CH2:17]Cl)[CH:12]=[CH:13][C:14]=1[Cl:15])(=[O:8])=[O:7])[CH2:2][CH2:3][CH3:4].[CH2:20]([NH:22][C:23]([NH:25][CH2:26][CH3:27])=[S:24])[CH3:21]>C(OC(C)C)(C)C>[ClH:15].[CH2:26]([N:25]1[C:16]([C:11]2[CH:12]=[CH:13][C:14]([Cl:15])=[C:9]([S:6](=[O:8])(=[O:7])[NH:5][CH2:1][CH2:2][CH2:3][CH3:4])[CH:10]=2)([OH:19])[CH2:17][S:24][C:23]1=[N:22][CH2:20][CH3:21])[CH3:27] |f:3.4|. Reported procedure: 6.4 g of 3'-n-butylsulfamoyl-2,4'-dichloroacetophenone and 2.7 g of ground 1,3-diethylthiourea were reacted as prescribed in Example 12. With the addition of 200 ml of diisopropyl ether, the oily end product was precipitated and the solvent was decanted. The amorphous residue was dissolved in 100 ml of water and liophylized. Colorless solid body, decomposition beginning at 130° C, γC=N 1620 cm-1. Reactants: O=C1OC(=O)C2=C1CCCC2, ClCCl, CC(=O)O, Nc1c(F)cc(F)cc1F. The product is O=C1C2=C(CCCC2)C(=O)N1c1c(F)cc(F)cc1F. Reaction SMILES: [C:1]1(=[O:11])[C:2]2=[C:3]([C:4](=[O:5])[O:6]1)[CH2:7][CH2:8][CH2:9][CH2:10]2.[CH2:26]([Cl:27])[Cl:28].[CH3:12][C:13](=[O:14])[OH:15].[F:16][c:17]1[c:18]([NH2:19])[c:20]([F:25])[cH:21][c:22]([F:24])[cH:23]1>>[C:1]1(=[O:11])[C:2]2=[C:3]([C:4](=[O:6])[N:19]1[c:18]1[c:17]([F:16])[cH:23][c:22]([F:24])[cH:21][c:20]1[F:25])[CH2:7][CH2:8][CH2:9][CH2:10]2. The reactants are FC(C(C(C)(F)F)C(C)(F)F)(F)F (3-trifluoromethyl-2,2,4,4-tetrafluoropentane), CC(CC(C)=O)=O (2,4-pentanedione). Yields the product FC(C)(CC(C)(F)F)F (2,2,4,4-tetrafluoropentane). Reaction SMILES: FC(F)(F)[CH:3]([C:8]([F:11])([F:10])[CH3:9])[C:4]([F:7])([F:6])[CH3:5].CC(=O)CC(=O)C>>[F:6][C:4]([F:7])([CH2:3][C:8]([F:11])([F:10])[CH3:9])[CH3:5]. Procedure: As another example, the 3-trifluoromethyl-2,2,4,4-tetrafluoropentane may be prepared by fluorinating commercially available 2,4-pentanedione to form 2,2,4,4-tetrafluoropentane which may then be dehydrohalogenated to form 2,4,4-trifluoro-2-pentene. The 2,4,4-trifluoro-2-pentene may then be reacted with CF3 to form 3-trifluoromethyl-2,2,4,4-tetrafluoropentane. The reactants are COC=1C=C(C=CC1)O (3-methoxyphenol), OC1=CC=C(C=C1)CC(=O)O (4-hydroxyphenylacetic acid), B(F)(F)F.CCOCC (Boron trifluoride diethyl etherate). The solvent is ClC1=CC=CC=C1 (chlorobenzene). Reaction conditions: temperature 80 celsius, time 4.5 hour. Product: OC1=C(C=CC(=C1)OC)C(CC1=CC=C(C=C1)O)=O (1-(2-hydroxy-4-methoxyphenyl)-2-(4-hydroxyphenyl)ethan-1-one). RXN SMILES: [CH3:1][O:2][C:3]1[CH:4]=[C:5]([OH:9])[CH:6]=[CH:7][CH:8]=1.[OH:10][C:11]1[CH:16]=[CH:15][C:14]([CH2:17][C:18](O)=[O:19])=[CH:13][CH:12]=1.B(F)(F)F.CCOCC>ClC1C=CC=CC=1>[OH:9][C:5]1[CH:4]=[C:3]([O:2][CH3:1])[CH:8]=[CH:7][C:6]=1[C:18](=[O:19])[CH2:17][C:14]1[CH:15]=[CH:16][C:11]([OH:10])=[CH:12][CH:13]=1 |f:2.3|. Reported procedure: A suspension of 3-methoxyphenol (44.69 kg, 360 mol) and 4-hydroxyphenylacetic acid (68.5 kg, 450 mol) in 144 L of chlorobenzene was purged with nitrogen gas. Boron trifluoride diethyl etherate (177 L, 1440 mol) was added at 20 to 25° C. The suspension was heated to 80° C. and stirred for 4 to 5 h then cooled to 5 to 10° C. and stirred overnight. Starting materials: CC(C)(C)OC(=O)Nc1cnc(OCCOCc2ccccc2)cn1, ClCCl, O=C(O)C(F)(F)F. Yields the product Nc1cnc(OCCOCc2ccccc2)cn1. Reaction SMILES: [CH2:1]([c:2]1[cH:3][cH:4][cH:5][cH:6][cH:7]1)[O:8][CH2:9][CH2:10][O:11][c:12]1[n:13][cH:14][c:15]([NH:18][C:19](=[O:20])[O:21][C:22]([CH3:23])([CH3:24])[CH3:25])[n:16][cH:17]1.[Cl:33][CH2:34][Cl:35].[OH:26][C:27]([C:28]([F:29])([F:30])[F:31])=[O:32]>>[CH2:1]([c:2]1[cH:3][cH:4][cH:5][cH:6][cH:7]1)[O:8][CH2:9][CH2:10][O:11][c:12]1[n:13][cH:14][c:15]([NH2:18])[n:16][cH:17]1.